From a dataset of the Open Reaction Database (ORD), a public repository of structured organic reaction records. describe an organic reaction: reactants, conditions, products, and yield Starting materials: CC(C)=CCCBr, CN(C)C=O, [H-], COCN(C(=O)OC(C)(C)C)c1ccc(-c2cc(=O)c3c(N)c(F)cc(F)c3o2)cc1F, [Na+], O. The product is COCN(C(=O)OC(C)(C)C)c1ccc(-c2cc(=O)c3c(NCCC=C(C)C)c(F)cc(F)c3o2)cc1F. Reaction SMILES: [Br:35][CH2:36][CH2:37][CH:38]=[C:39]([CH3:40])[CH3:41].[CH3:43][N:44]([CH3:45])[CH:46]=[O:47].[H-:33].[NH2:1][c:2]1[c:3]([F:32])[cH:4][c:5]([F:31])[c:6]2[c:7]1[c:8](=[O:30])[cH:9][c:10](-[c:12]1[cH:13][c:14]([F:29])[c:15]([N:18]([CH2:19][O:20][CH3:21])[C:22](=[O:23])[O:24][C:25]([CH3:26])([CH3:27])[CH3:28])[cH:16][cH:17]1)[o:11]2.[Na+:34].[OH2:42]>>[NH:1]([c:2]1[c:3]([F:32])[cH:4][c:5]([F:31])[c:6]2[c:7]1[c:8](=[O:30])[cH:9][c:10](-[c:12]1[cH:13][c:14]([F:29])[c:15]([N:18]([CH2:19][O:20][CH3:21])[C:22](=[O:23])[O:24][C:25]([CH3:26])([CH3:27])[CH3:28])[cH:16][cH:17]1)[o:11]2)[CH2:36][CH2:37][CH:38]=[C:39]([CH3:40])[CH3:41]. Product: C[Si](C)(C)CCOCn1ccc2c(-c3cn[nH]c3)ncnc21. As a reaction SMILES: [CH2:1]([S:2]([N:3]1[CH2:4][C:5]([CH2:6][C:7]#[N:8])([n:10]2[n:11][cH:12][c:13](-[c:15]3[c:16]4[c:17]([n:18][cH:19][n:20]3)[n:21]([CH2:24][O:25][CH2:26][CH2:27][Si:28]([CH3:29])([CH3:30])[CH3:31])[cH:22][cH:23]4)[cH:14]2)[CH2:9]1)(=[O:32])=[O:33])[CH3:34].[ClH:36].[Na+:38].[O:39]1[CH2:40][CH2:41][CH2:42][CH2:43]1.[OH-:37].[OH2:35]>>[nH:10]1[n:11][cH:12][c:13](-[c:15]2[c:16]3[c:17]([n:18][cH:19][n:20]2)[n:21]([CH2:24][O:25][CH2:26][CH2:27][Si:28]([CH3:29])([CH3:30])[CH3:31])[cH:22][cH:23]3)[cH:14]1. The reactants are CCS(=O)(=O)N1CC(CC#N)(n2cc(-c3ncnc4c3ccn4COCC[Si](C)(C)C)cn2)C1, Cl, [Na+], C1CCOC1, [OH-], O. The reactants are FC=1C=CC2=C(C1)C1(CCN(CC1)C)SC2C2=CC=CC=C2 (6-fluoro-1,3-dihydro-1'-methyl-3-phenylspiro[benzo(c)thiophene-1,4'-piperidine]), ClC(=O)OC1=CC=CC=C1 (phenyl chloroformate). Solvent: C(Cl)Cl (methylene chloride). Conditions: time 16 hour. Yields the product FC=1C=CC2=C(C1)C1(CCN(CC1)C(=O)OC1=CC=CC=C1)SC2C2=CC=CC=C2 (6-fluoro-1,3-dihydro-3-phenyl-1'-phenoxycarbonylspiro[benzo(c)thiophene-1,4'-piperidine]). As a reaction SMILES: [F:1][C:2]1[CH:3]=[CH:4][C:5]2[CH:16]([C:17]3[CH:22]=[CH:21][CH:20]=[CH:19][CH:18]=3)[S:15][C:8]3([CH2:13][CH2:12][N:11](C)[CH2:10][CH2:9]3)[C:6]=2[CH:7]=1.Cl[C:24]([O:26][C:27]1[CH:32]=[CH:31][CH:30]=[CH:29][CH:28]=1)=[O:25]>C(Cl)Cl>[F:1][C:2]1[CH:3]=[CH:4][C:5]2[CH:16]([C:17]3[CH:18]=[CH:19][CH:20]=[CH:21][CH:22]=3)[S:15][C:8]3([CH2:13][CH2:12][N:11]([C:24]([O:26][C:27]4[CH:32]=[CH:31][CH:30]=[CH:29][CH:28]=4)=[O:25])[CH2:10][CH2:9]3)[C:6]=2[CH:7]=1. Procedure: A mixture of 0.3 g of 6-fluoro-1,3-dihydro-1'-methyl-3-phenylspiro[benzo(c)thiophene-1,4'-piperidine] and 0.3 g of phenyl chloroformate in 10 ml of methylene chloride which was previously stirred at ambient temperature for 16 hours is sequentially quenched with water, washed with 10% sodium hydroxide and dried. The reaction mixture is concentrated under vacuum leaving a viscous oil which crystallized with standing. The solid product is recrystallized from an ether-pentane mixture to give prisms,...